Dataset: the Open Reaction Database (ORD), a public repository of structured organic reaction records. Task: describe an organic reaction: reactants, conditions, products, and yield Reactants: Cl.NC(=N)N (guanidine hydrochloride), [O-]CC.[Na+] (sodium ethoxide), C(C)O (ethanol), C(C)(=O)O (acetic acid), [Na] (sodium), C(C)O (ethanol). Product: C(C1=CC=CC=C1)(=O)O (benzoic acid). Procedure details: A solution of 0.6 g of guanidine hydrochloride in 25 ml of absolute ethanol was added to a solution of sodium ethoxide prepared by reacting 0.26 g of sodium metal with 25 ml of absolute ethanol. After 15 minutes, the NaCl precipitate was filtered off, and 1.42 g of 4-[[(2-amino-3-cyano-6 deuteropyrazin-5-yl)methyl]methylamino]benzoic acid was added to the filtrate. The mixture was refluxed for 2 hours and then concentrated to a small volume. The residue was dissolved in 200 ml of water and filte... Reaction SMILES: Cl.N[C:3](N)=N.[O-][CH2:7][CH3:8].[Na+].[Na].[C:11]([OH:14])(=[O:13])[CH3:12].[CH2:15](O)[CH3:16]>>[C:11]([OH:14])(=[O:13])[C:12]1[CH:8]=[CH:7][CH:16]=[CH:15][CH:3]=1 |f:0.1,2.3,^1:9|. Conditions: time 15 minute. Reactants: CN1CCC(CC1)(O)C1=CC=CC=C1 (1-methyl-4-phenyl-4-piperidinol), [H-].[Na+] (sodium hydride), O (water), FC1=CC=C(C=C1)[N+](=O)[O-] (4-fluoronitrobenzene). The solvent is CS(=O)C (DMSO). Run at time 1 hour. Product: CN1CCC(CC1)(C1=CC=CC=C1)OC1=CC=C(C=C1)[N+](=O)[O-] (1-Methyl-4-(4-nitrophenoxy)-4-phenylpiperidine). Yield: 48.8%. RXN SMILES: [CH3:1][N:2]1[CH2:7][CH2:6][C:5]([C:9]2[CH:14]=[CH:13][CH:12]=[CH:11][CH:10]=2)([OH:8])[CH2:4][CH2:3]1.[H-].[Na+].F[C:18]1[CH:23]=[CH:22][C:21]([N+:24]([O-:26])=[O:25])=[CH:20][CH:19]=1.O>CS(C)=O>[CH3:1][N:2]1[CH2:7][CH2:6][C:5]([O:8][C:18]2[CH:23]=[CH:22][C:21]([N+:24]([O-:26])=[O:25])=[CH:20][CH:19]=2)([C:9]2[CH:14]=[CH:13][CH:12]=[CH:11][CH:10]=2)[CH2:4][CH2:3]1 |f:1.2|. Procedure details: A solution of 1-methyl-4-phenyl-4-piperidinol (7.65 g, 40 mM) in dry DMSO (100 ml) was treated with sodium hydride (2.0 g of a 50% dispersion in oil, 42 mM). The reaction mixture was stirred for 1 hour then treated with 4-fluoronitrobenzene (5.65 g, 40 mM). After 24 hours the reaction mixture was poured on to water (500 ml) and extracted with ether (4×500 ml). The organic extracts were washed with brine, dried and the solvents removed under reduced pressure. Recrystallisation of the residue from... The reactants are Cc1nn2nccc2n1Cc1ccc(-c2ccccc2-c2nnnn2C(c2ccccc2)(c2ccccc2)c2ccccc2)cc1, Cc1nc2ccn(Cc3ccc(-c4ccccc4-c4nnnn4C(c4ccccc4)(c4ccccc4)c4ccccc4)cc3)n2n1. The product is Cc1nn2nccc2[nH]1, Cc1nc2ccn(Cc3ccc(-c4ccccc4-c4nnnn4C(c4ccccc4)(c4ccccc4)c4ccccc4)cc3)n2n1. Reaction SMILES: [CH3:1][c:2]1[n:3]([CH2:10][c:11]2[cH:12][cH:13][c:14](-[c:15]3[cH:16][cH:17][cH:18][cH:19][c:20]3-[c:21]3[n:22]([C:23]([c:24]4[cH:25][cH:26][cH:27][cH:28][cH:29]4)([c:30]4[cH:31][cH:32][cH:33][cH:34][cH:35]4)[c:36]4[cH:37][cH:38][cH:39][cH:40][cH:41]4)[n:42][n:43][n:44]3)[cH:45][cH:46]2)[c:4]2[n:5]([n:6]1)[n:7][cH:8][cH:9]2.[CH3:47][c:48]1[n:49][c:50]2[n:51]([n:52]1)[n:53]([CH2:56][c:57]1[cH:58][cH:59][c:60](-[c:63]3[c:64](-[c:69]4[n:70][n:71][n:72][n:73]4[C:74]([c:75]4[cH:76][cH:77][cH:78][cH:79][cH:80]4)([c:81]4[cH:82][cH:83][cH:84][cH:85][cH:86]4)[c:87]4[cH:88][cH:89][cH:90][cH:91][cH:92]4)[cH:65][cH:66][cH:67][cH:68]3)[cH:61][cH:62]1)[cH:54][cH:55]2>>[CH3:1][c:2]1[nH:3][c:4]2[n:5]([n:6]1)[n:7][cH:8][cH:9]2.[CH3:47][c:48]1[n:49][c:50]2[n:51]([n:52]1)[n:53]([CH2:56][c:57]1[cH:58][cH:59][c:60](-[c:63]3[c:64](-[c:69]4[n:70][n:71][n:72][n:73]4[C:74]([c:75]4[cH:76][cH:77][cH:78][cH:79][cH:80]4)([c:81]4[cH:82][cH:83][cH:84][cH:85][cH:86]4)[c:87]4[cH:88][cH:89][cH:90][cH:91][cH:92]4)[cH:65][cH:66][cH:67][cH:68]3)[cH:61][cH:62]1)[cH:54][cH:55]2. The reactants are polyphosphoric acid, C(C)OC(=O)C1CC(C(CC1)=O)SC1=CC=C(C=C1)C (3-(4-methylphenylthio)-4-ketocyclohexanecarboxylic acid ethyl ester). Run in O (water). Yields the product C(C)OC(=O)C1CCC2=C(SC3=C2C=C(C=C3)C)C1 (8-methyl-1,2,3,4-tetrahydrodibenzothiophene-3-carboxylic acid ethyl ester). As a reaction SMILES: [CH2:1]([O:3][C:4]([CH:6]1[CH2:11][CH2:10][C:9](=O)[CH:8]([S:13][C:14]2[CH:19]=[CH:18][C:17]([CH3:20])=[CH:16][CH:15]=2)[CH2:7]1)=[O:5])[CH3:2]>O>[CH2:1]([O:3][C:4]([CH:6]1[CH2:7][C:8]2[S:13][C:14]3[CH:19]=[CH:18][C:17]([CH3:20])=[CH:16][C:15]=3[C:9]=2[CH2:10][CH2:11]1)=[O:5])[CH3:2]. Procedure details: To 130 g. of polyphosphoric acid contained in a 500 ml. three-necked flask provided with a stirrer and condenser, was added 13 g. of 3-(4-methylphenylthio)-4-ketocyclohexanecarboxylic acid ethyl ester. The mixture was heated on a steam bath for 90 minutes and then poured onto a mixture of 200 g. of ice and 200 ml. of water. The mixture was stirred until the dark oily complex was decomposed, and a light yellow color appeared. The product was extracted with ether, and the solution then washed with... Reactants: CC#CCn1c(C(=O)OCC)cnc1N1CCCC(NC(=O)OC(C)(C)C)C1, Cl, [K+], C1CCOC1, [OH-]. Yields the product CC#CCn1c(C(=O)O)cnc1N1CCCC(NC(=O)OC(C)(C)C)C1. Reaction SMILES: [C:1]([CH3:2])([CH3:3])([CH3:4])[O:5][C:6](=[O:7])[NH:8][CH:9]1[CH2:10][N:11]([c:15]2[n:16][cH:17][c:18]([C:24](=[O:25])[O:26][CH2:27][CH3:28])[n:19]2[CH2:20][C:21]#[C:22][CH3:23])[CH2:12][CH2:13][CH2:14]1.[ClH:29].[K+:31].[O:32]1[CH2:33][CH2:34][CH2:35][CH2:36]1.[OH-:30]>>[C:1]([CH3:2])([CH3:3])([CH3:4])[O:5][C:6](=[O:7])[NH:8][CH:9]1[CH2:10][N:11]([c:15]2[n:16][cH:17][c:18]([C:24](=[O:25])[OH:26])[n:19]2[CH2:20][C:21]#[C:22][CH3:23])[CH2:12][CH2:13][CH2:14]1. Starting materials: COC(=O)c1c(NCc2ccc(OC)cc2)c2ccccc2[nH]c1=O, O=C(O)C(F)(F)F. Product: COC(=O)c1c(N)c2ccccc2[nH]c1=O. Reaction SMILES: [CH3:1][O:2][c:3]1[cH:4][cH:5][c:6]([CH2:7][NH:8][c:9]2[c:10]([C:20](=[O:21])[O:22][CH3:23])[c:11](=[O:19])[nH:12][c:13]3[cH:14][cH:15][cH:16][cH:17][c:18]23)[cH:24][cH:25]1.[F:26][C:27]([F:28])([F:29])[C:30]([OH:31])=[O:32]>>[NH2:8][c:9]1[c:10]([C:20](=[O:21])[O:22][CH3:23])[c:11](=[O:19])[nH:12][c:13]2[cH:14][cH:15][cH:16][cH:17][c:18]12. Product: OC(c1cccc(F)c1)c1ccccn1. RXN SMILES: [Br:1][c:2]1[cH:3][cH:4][cH:5][cH:6][n:7]1.[CH2:8]([Li:9])[CH2:10][CH2:11][CH3:12].[CH3:23][CH2:24][CH2:25][CH2:26][CH2:27][CH2:28][CH3:29].[F:13][c:14]1[cH:15][c:16]([CH:17]=[O:18])[cH:19][cH:20][cH:21]1.[OH2:22]>>[c:2]1([CH:17]([c:16]2[cH:15][c:14]([F:13])[cH:21][cH:20][cH:19]2)[OH:18])[cH:3][cH:4][cH:5][cH:6][n:7]1. Reactants: Brc1ccccn1, [Li]CCCC, CCCCCCC, O=Cc1cccc(F)c1, O. Reactants: [Br-], C[Mg+], CC(C)=CCCC(C)CC=O, [Cl-], [NH4+]. Product: CC(C)=CCCC(C)CC(C)O. As a reaction SMILES: [Br-:1].[CH3:2][Mg+:3].[CH3:4][C:5]([CH3:6])=[CH:7][CH2:8][CH2:9][CH:10]([CH3:11])[CH2:12][CH:13]=[O:14].[Cl-:15].[NH4+:16]>>[CH3:2][CH:13]([CH2:12][CH:10]([CH2:9][CH2:8][CH:7]=[C:5]([CH3:4])[CH3:6])[CH3:11])[OH:14].